Dataset: the Open Reaction Database (ORD), a public repository of structured organic reaction records. Task: describe an organic reaction: reactants, conditions, products, and yield Reactants: dithioethyleneketal, C(CCCCCCCCCCCC)(=O)C=1C=C(NC1)C(=O)OC (methyl 4-tridecanoylpyrrole-2-carboxylate). Reagents/catalysts: [Ni] (Raney nickel). Solvent: C(C)O (ethanol), C(C)O (ethanol). Run at temperature 30 celsius. The product is C(CCCCCCCCCCCC)C=1C=C(NC1)C(=O)OC (methyl 4-tridecylpyrrole-2-carboxylate). The yield is 91.8%. As a reaction SMILES: [C:1]([C:15]1[CH:16]=[C:17]([C:20]([O:22][CH3:23])=[O:21])[NH:18][CH:19]=1)(=O)[CH2:2][CH2:3][CH2:4][CH2:5][CH2:6][CH2:7][CH2:8][CH2:9][CH2:10][CH2:11][CH2:12][CH3:13]>[Ni].C(O)C>[CH2:1]([C:15]1[CH:16]=[C:17]([C:20]([O:22][CH3:23])=[O:21])[NH:18][CH:19]=1)[CH2:2][CH2:3][CH2:4][CH2:5][CH2:6][CH2:7][CH2:8][CH2:9][CH2:10][CH2:11][CH2:12][CH3:13]. Procedure: Into a mixture of 150 ml of Raney nickel (activated type, produced by Aldrich Co.), which had been washed with water and then ethanol, and 750 ml of ethanol, was added 15.06 g (37.9 mmol) of dithioethyleneketal of methyl 4-tridecanoylpyrrole-2-carboxylate obtained in Synthesis Example 2. The mixture was refluxed for 30 minutes and cooled to about 30° C. After removing Raney nickel, the mixture was evaporated. The residue was recrystallized from ethanol to obtain 10.70 g of methyl 4-tridecylpyrro... Reactants: E1, ClC=1C=C2N(C(N1)=O)CC(N2C)(C)C (7-chloro-1,2,2-trimethyl-2,3-dihydroimidazo[1,2-c]pyrimidin-5(1H)-one), ClC=1C=C(C=CC1)CO ((3-chlorophenyl)methanol). Product: ClC=1C=C(COC=2C=C3N(C(N2)=O)CC(N3C)(C)C)C=CC1 (7-((3-chlorobenzyl)oxy)-1,2,2-trimethyl-2,3-dihydroimidazo[1,2-c]pyrimidin-5(1H)-one). Reaction SMILES: Cl[C:2]1[CH:3]=[C:4]2[N:11]([CH3:12])[C:10]([CH3:14])([CH3:13])[CH2:9][N:5]2[C:6](=[O:8])[N:7]=1.[Cl:15][C:16]1[CH:17]=[C:18]([CH2:22][OH:23])[CH:19]=[CH:20][CH:21]=1>>[Cl:15][C:16]1[CH:17]=[C:18]([CH:19]=[CH:20][CH:21]=1)[CH2:22][O:23][C:2]1[CH:3]=[C:4]2[N:11]([CH3:12])[C:10]([CH3:14])([CH3:13])[CH2:9][N:5]2[C:6](=[O:8])[N:7]=1. Procedure details: The title compound was prepared by a procedure similar to that described for E1 starting from 7-chloro-1,2,2-trimethyl-2,3-dihydroimidazo[1,2-c]pyrimidin-5(1H)-one and (3-chlorophenyl)methanol.